Dataset: the Open Reaction Database (ORD), a public repository of structured organic reaction records. Task: describe an organic reaction: reactants, conditions, products, and yield Starting materials: Cc1cccc(CCl)c1, CCO, S=C1NC(c2ccccc2)C(c2ccccc2)N1. Yields the product Cl, Cc1cccc(CSC2=NC(c3ccccc3)C(c3ccccc3)N2)c1. Reaction SMILES: [CH3:19][c:20]1[cH:21][c:22]([CH2:23][Cl:24])[cH:25][cH:26][cH:27]1.[CH3:28][CH2:29][OH:30].[c:1]1([CH:7]2[NH:8][C:9](=[S:18])[NH:10][CH:11]2[c:12]2[cH:13][cH:14][cH:15][cH:16][cH:17]2)[cH:2][cH:3][cH:4][cH:5][cH:6]1>>[ClH:24].[c:1]1([CH:7]2[NH:8][C:9]([S:18][CH2:23][c:22]3[cH:21][c:20]([CH3:19])[cH:27][cH:26][cH:25]3)=[N:10][CH:11]2[c:12]2[cH:13][cH:14][cH:15][cH:16][cH:17]2)[cH:2][cH:3][cH:4][cH:5][cH:6]1. Procedure details: To 2-(difluoro(5-fluoropyridin-2-yl)methyl)-7-methylquinazolin-4-ol (413 mg, 1.35 mmol) were added Lawesson's reagent (820 mg, 2.03 mmol) and pyridine (3.5 mL), and the mixture was heated at 170° C. in a microwave reactor for 20 min. The mixture was partitioned between EtOAc (30 mL) and saturated aq NaHCO3 (50 mL), and the separated aqueous phase was extracted with EtOAc (2×30 mL). The combined organic layers were washed with 2N HCl and brine, dried over Na2SO4, and concentrated under reduced pr... Reaction conditions: temperature 170 celsius. The reactants are FC(C1=NC2=CC(=CC=C2C(=N1)O)C)(C1=NC=C(C=C1)F)F (2-(difluoro(5-fluoropyridin-2-yl)methyl)-7-methylquinazolin-4-ol), COC=1C=CC(=CC1)P2(=S)SP(=S)(S2)C=3C=CC(=CC3)OC (Lawesson's reagent). RXN SMILES: [F:1][C:2]([F:22])([C:15]1[CH:20]=[CH:19][C:18]([F:21])=[CH:17][N:16]=1)[C:3]1[N:12]=[C:11](O)[C:10]2[C:5](=[CH:6][C:7]([CH3:14])=[CH:8][CH:9]=2)[N:4]=1.COC1C=CC(P2(SP(C3C=CC(OC)=CC=3)(=S)S2)=[S:32])=CC=1>N1C=CC=CC=1>[F:1][C:2]([F:22])([C:15]1[CH:20]=[CH:19][C:18]([F:21])=[CH:17][N:16]=1)[C:3]1[N:12]=[C:11]([SH:32])[C:10]2[C:5](=[CH:6][C:7]([CH3:14])=[CH:8][CH:9]=2)[N:4]=1. Yields the product FC(C1=NC2=CC(=CC=C2C(=N1)S)C)(C1=NC=C(C=C1)F)F (2-(difluoro(5-fluoropyridin-2-yl)methyl)-7-methylquinazoline-4-thiol), mixture. Solvent: N1=CC=CC=C1 (pyridine). The reactants are ClC1=C(CC#N)C=CC(=C1)Cl (2,4-dichlorobenzyl cyanide), Cl.ClCC1CN(CCC1)C (3-chloromethyl-1-methylpiperidine hydrochloride), [OH-].[Na+] (sodium hydroxide). Run in CS(=O)C (DMSO). The product is ClC1=C(C=CC(=C1)Cl)C(C#N)CC1CN(CCC1)C (2-(2,4-Dichlorophenyl)-3-(1-methylpiperidin-3-yl)propionitrile). As a reaction SMILES: [Cl:1][C:2]1[CH:10]=[C:9]([Cl:11])[CH:8]=[CH:7][C:3]=1[CH2:4][C:5]#[N:6].Cl.Cl[CH2:14][CH:15]1[CH2:20][CH2:19][CH2:18][N:17]([CH3:21])[CH2:16]1.[OH-].[Na+]>CS(C)=O>[Cl:1][C:2]1[CH:10]=[C:9]([Cl:11])[CH:8]=[CH:7][C:3]=1[CH:4]([CH2:14][CH:15]1[CH2:20][CH2:19][CH2:18][N:17]([CH3:21])[CH2:16]1)[C:5]#[N:6] |f:1.2,3.4|. Procedure details: This intermediate (7.6 g.) was prepared using the procedure described in Example 14a except using 10 g. (0.054 mole) of 2,4-dichlorobenzyl cyanide, 10 g. (0.054 mole) of 3-chloromethyl-1-methylpiperidine hydrochloride, 11 g. (0.135 mole) of aqueous 50% sodium hydroxide, and 100 ml. of DMSO to yield an oil boiling 160°-165° C. at 5 mm of Hg. Starting materials: N[C@@]1([C@@H](C[C@@H](OC1)COCC1=CC=CC=C1)CO)C1=C(C=C(C(=C1)Br)F)F ([(2R,4R,5S)-5-amino-2-((benzyloxy)methyl)-5-(5-bromo-2,4-difluorophenyl)tetrahydro-2H-pyran-4-yl]methanol), C(C1=CC=CC=C1)(=O)N=C=S (benzoyl isothiocyanate). The solvent is ClCCl (dichloromethane). Reaction conditions: time 18 hour. The product is C(C1=CC=CC=C1)OC[C@H]1C[C@H]([C@@](CO1)(C1=C(C=C(C(=C1)Br)F)F)NC(=S)NC(C1=CC=CC=C1)=O)CO (N-[((3S,4R,6R)-6-((benzyloxy)methyl)-3-(5-bromo-2,4-difluorophenyl)-4-(hydroxymethyl)tetrahydro-2H-pyran-3-yl)carbamothioyl]benzamide). RXN SMILES: [NH2:1][C@@:2]1([C:19]2[CH:24]=[C:23]([Br:25])[C:22]([F:26])=[CH:21][C:20]=2[F:27])[CH2:7][O:6][C@@H:5]([CH2:8][O:9][CH2:10][C:11]2[CH:16]=[CH:15][CH:14]=[CH:13][CH:12]=2)[CH2:4][C@H:3]1[CH2:17][OH:18].[C:28]([N:36]=[C:37]=[S:38])(=[O:35])[C:29]1[CH:34]=[CH:33][CH:32]=[CH:31][CH:30]=1>ClCCl>[CH2:10]([O:9][CH2:8][C@@H:5]1[O:6][CH2:7][C@@:2]([NH:1][C:37]([NH:36][C:28](=[O:35])[C:29]2[CH:30]=[CH:31][CH:32]=[CH:33][CH:34]=2)=[S:38])([C:19]2[CH:24]=[C:23]([Br:25])[C:22]([F:26])=[CH:21][C:20]=2[F:27])[C@H:3]([CH2:17][OH:18])[CH2:4]1)[C:11]1[CH:16]=[CH:15][CH:14]=[CH:13][CH:12]=1. Reported procedure: To C7 (0.946 g, 2.14 mmol) in dichloromethane (22 mL) was added benzoyl isothiocyanate (0.273 mL, 2.04 mmol) and the resulting solution was allowed to stir at room temperature for 18 hours. The reaction mixture was concentrated in vacuo, providing the product as an orange oily residue, which was carried forward into the next step without further purification. Yield: 964 mg, 1.59 mmol, 74%. LCMS m/z 607.6 [M+H+], Br isotopic pattern. 1H NMR (400 MHz, CD3OD), characteristic peaks: δ7.89-7.90 (m, 2...